This data is from the Open Reaction Database (ORD), a public repository of structured organic reaction records. The task is: describe an organic reaction: reactants, conditions, products, and yield Reactants: O (water), C(C)S (ethanethiol), CS(=O)(=O)C1=CC=C(CCl)C=C1 (4-methanesulfonylbenzyl chloride), C([O-])([O-])=O.[Cs+].[Cs+] (cesium carbonate). Run in CN(C)C=O (DMF). Conditions: time 18 hour. The product is C(C)SCC1=CC=C(C=C1)S(=O)(=O)C (1-ethylsulfanylmethyl-4-methanesulfonyl-benzene). Reaction SMILES: [CH2:1]([SH:3])[CH3:2].[CH3:4][S:5]([C:8]1[CH:15]=[CH:14][C:11]([CH2:12]Cl)=[CH:10][CH:9]=1)(=[O:7])=[O:6].C(=O)([O-])[O-].[Cs+].[Cs+].O>CN(C=O)C>[CH2:1]([S:3][CH2:12][C:11]1[CH:10]=[CH:9][C:8]([S:5]([CH3:4])(=[O:7])=[O:6])=[CH:15][CH:14]=1)[CH3:2] |f:2.3.4|. Procedure: To a solution of ethanethiol (0.3 mL, 4.9 mmol) and 4-methanesulfonylbenzyl chloride (1 g, 4,9 mmol) in DMF (10 mL) at 21° C. was added cesium carbonate (0.8 g, 2.5 mmol). After 18 h, the reaction mixture was poured into water and then filtered off to provide the 1-ethylsulfanylmethyl-4-methanesulfonyl-benzene compound as a white solid.